Dataset: the Open Reaction Database (ORD), a public repository of structured organic reaction records. Task: describe an organic reaction: reactants, conditions, products, and yield Solvent: C(Cl)Cl (CH2Cl2). Reaction conditions: time 2.33 minute. Procedure details: To a solution of (S)-tetrahydrofuran-3-yl ((R)-1-(2-(2-hydroxyphenyl)-7-methylquinazolin-4-yl)piperidin-3-yl)methylcarbamate in 12 mL CH2Cl2 was added dropwise 2.0 M HCl solution in ether (0.13 mL, 0.25 mmol). To the solution was then added 20 mL ether leading to the precipitation of ((S)-tetrahydrofuran-3-yl ((R)-1-(2-(2-hydroxyphenyl)-7-methylquinazolin-4-yl)piperidin-3-yl)methylcarbamate hydrochloride which was filtered and dried (116 mg, 92%). LC/MS: m/z 463.5 (M+H)+ at 2.33 min (10%-99% CH3... Reaction SMILES: [OH:1][C:2]1[CH:7]=[CH:6][CH:5]=[CH:4][C:3]=1[C:8]1[N:17]=[C:16]([N:18]2[CH2:23][CH2:22][CH2:21][C@H:20]([CH2:24][NH:25][C:26](=[O:33])[O:27][C@H:28]3[CH2:32][CH2:31][O:30][CH2:29]3)[CH2:19]2)[C:15]2[C:10](=[CH:11][C:12]([CH3:34])=[CH:13][CH:14]=2)[N:9]=1.[ClH:35].CCOCC>C(Cl)Cl>[ClH:35].[OH:1][C:2]1[CH:7]=[CH:6][CH:5]=[CH:4][C:3]=1[C:8]1[N:17]=[C:16]([N:18]2[CH2:23][CH2:22][CH2:21][C@H:20]([CH2:24][NH:25][C:26](=[O:33])[O:27][C@H:28]3[CH2:32][CH2:31][O:30][CH2:29]3)[CH2:19]2)[C:15]2[C:10](=[CH:11][C:12]([CH3:34])=[CH:13][CH:14]=2)[N:9]=1 |f:4.5|. Product: Cl.OC1=C(C=CC=C1)C1=NC2=CC(=CC=C2C(=N1)N1C[C@H](CCC1)CNC(O[C@@H]1COCC1)=O)C ((S)-Tetrahydrofuran-3-yl ((R)-1-(2-(2-hydroxyphenyl)-7-methylquinazolin-4-yl)piperidin-3-yl)methylcarbamate hydrochloride). Reactants: OC1=C(C=CC=C1)C1=NC2=CC(=CC=C2C(=N1)N1C[C@H](CCC1)CNC(O[C@@H]1COCC1)=O)C ((S)-tetrahydrofuran-3-yl ((R)-1-(2-(2-hydroxyphenyl)-7-methylquinazolin-4-yl)piperidin-3-yl)methylcarbamate), Cl (HCl), CCOCC (ether), CCOCC (ether). Starting materials: ClC=1C=C2C=C(C(OC2=C(C1)SC)C(F)(F)F)C(=O)OCC (ethyl 6-chloro-8-(methylthio)-2-(trifluoromethyl)-2H-chromene-3-carboxylate), [OH-].[Na+] (sodium hydroxide). Run in C1CCOC1.CCO.O (THF EtOH H2O). Run at time 2 day. The product is ClC=1C=C2C=C(C(OC2=C(C1)SC)C(F)(F)F)C(=O)O (6-chloro-8-(methylthio)-2-(trifluoromethyl)-2H-chromene-3-carboxylic acid). The yield is 70.7%. As a reaction SMILES: [Cl:1][C:2]1[CH:3]=[C:4]2[C:9](=[C:10]([S:12][CH3:13])[CH:11]=1)[O:8][CH:7]([C:14]([F:17])([F:16])[F:15])[C:6]([C:18]([O:20]CC)=[O:19])=[CH:5]2.[OH-].[Na+]>C1COCC1.CCO.O>[Cl:1][C:2]1[CH:3]=[C:4]2[C:9](=[C:10]([S:12][CH3:13])[CH:11]=1)[O:8][CH:7]([C:14]([F:17])([F:16])[F:15])[C:6]([C:18]([OH:20])=[O:19])=[CH:5]2 |f:1.2,3.4.5|. Reported procedure: To a stirred solution of ethyl 6-chloro-8-(methylthio)-2-(trifluoromethyl)-2H-chromene-3-carboxylate (Step 3, 0.203 g, 0.575 mmol) in THF:EtOH:H2O (7:2:1, 5 mL), was added aqueous sodium hydroxide (0.63 mmol, 0.25 mL of 2.5 N soln.) and allowed to stir for two days. The resulting clear, yellow solution was concentrated in vacuo, was diluted with water (35 mL), and was acidified with concentrated HCl resulting in formation of a yellow suspension. Vacuum filtration of the suspension yielded the ti... Starting materials: OC(C=CC1=C(C(=CC=C1)COC)NC(CC1C2=CC=CC=C2OC=2C=CC=CC12)=O)C1=CC=CC=C1 (N-[2-(3-Hydroxy -3-phenyl-1-propenyl)-6-methoxymethylphenyl]-2-(9H-xanthen-9-yl)acetamide), [H][H] (hydrogen). Reagents/catalysts: [Pd] (palladium-on-carbon). The solvent is O1CCCC1 (tetrahydrofuran). The product is OC(CCC1=C(C(=CC=C1)COC)NC(CC1C2=CC=CC=C2OC=2C=CC=CC12)=O)C1=CC=CC=C1 (N-[2-(3-Hydroxy-3-phenylpropyl)-6-methoxymethylphenyl]-2-(9H-xanthen-9-yl]acetamide). Isolated yield 77.1%. Reaction SMILES: [OH:1][CH:2]([C:32]1[CH:37]=[CH:36][CH:35]=[CH:34][CH:33]=1)[CH:3]=[CH:4][C:5]1[CH:10]=[CH:9][CH:8]=[C:7]([CH2:11][O:12][CH3:13])[C:6]=1[NH:14][C:15](=[O:31])[CH2:16][CH:17]1[C:30]2[CH:29]=[CH:28][CH:27]=[CH:26][C:25]=2[O:24][C:23]2[C:18]1=[CH:19][CH:20]=[CH:21][CH:22]=2.[H][H]>[Pd].O1CCCC1>[OH:1][CH:2]([C:32]1[CH:33]=[CH:34][CH:35]=[CH:36][CH:37]=1)[CH2:3][CH2:4][C:5]1[CH:10]=[CH:9][CH:8]=[C:7]([CH2:11][O:12][CH3:13])[C:6]=1[NH:14][C:15](=[O:31])[CH2:16][CH:17]1[C:30]2[CH:29]=[CH:28][CH:27]=[CH:26][C:25]=2[O:24][C:23]2[C:18]1=[CH:19][CH:20]=[CH:21][CH:22]=2. Procedure details: 35 mg of 10% w/w palladium-on-carbon were added to 15 ml of a tetrahydrofuran solution containing 111 mg (0.226 mmol) of N-[2-(3-hydroxy-3-phenyl-1-propenyl)-6-methoxymethylphenyl]-2-(9H-xanthen-9-yl)acetamide (prepared as described in Example 6), and the mixture was stirred vigorously for 15 hours in a stream of hydrogen. The reaction solution was then filtered with the help of a Celite (trade mark) filter aid, and the catalyst was washed with tetrahydrofuran. The filtrate and the washings were...